Dataset: the Open Reaction Database (ORD), a public repository of structured organic reaction records. Task: describe an organic reaction: reactants, conditions, products, and yield The reactants are O1CCC(=CC1)C1=CC=2[C@]3(C4=CC(=CC=C4OC2C(=C1)F)N)N=C(OCC3)N ((S)-2′-(3,6-dihydro-2H-pyran-4-yl)-4′-fluoro-5,6-dihydrospiro[[1,3]oxazine-4,9′-xanthene]-2,7′-diamine), acid, COC=1N=CC(=NC1)C(=O)O (5-methoxypyrazine-2-carboxylic acid), [Cl-].COC1=NC(=NC(=N1)OC)[N+]1(CCOCC1)C (4-(4,6-dimethoxy-1,3,5-triazin-2-yl)-4-methylmorpholin-4-ium chloride). Solvent: CO (MeOH). Run at time 2 hour. Product: NC=1OCC[C@@]2(C3=CC(=CC=C3OC=3C(=CC(=CC23)C=2CCOCC2)F)NC(=O)C2=NC=C(N=C2)OC)N1 ((S)—N-(2-amino-2′-(3,6-dihydro-2H-pyran-4-yl)-4′-fluoro-5,6-dihydrospiro[[1,3]oxazine-4,9′-xanthen]-7′-yl)-5-methoxypyrazine-2-carboxamide). The yield is 53.2%. RXN SMILES: [O:1]1[CH2:6][CH:5]=[C:4]([C:7]2[CH:20]=[C:19]([F:21])[C:18]3[O:17][C:16]4[C:11](=[CH:12][C:13]([NH2:22])=[CH:14][CH:15]=4)[C@@:10]4([CH2:27][CH2:26][O:25][C:24]([NH2:28])=[N:23]4)[C:9]=3[CH:8]=2)[CH2:3][CH2:2]1.[CH3:29][O:30][C:31]1[N:32]=[CH:33][C:34]([C:37](O)=[O:38])=[N:35][CH:36]=1.[Cl-].COC1N=C(OC)N=C([N+]2(C)CCOCC2)N=1>CO>[NH2:28][C:24]1[O:25][CH2:26][CH2:27][C@@:10]2([N:23]=1)[C:9]1[CH:8]=[C:7]([C:4]3[CH2:3][CH2:2][O:1][CH2:6][CH:5]=3)[CH:20]=[C:19]([F:21])[C:18]=1[O:17][C:16]1[C:11]2=[CH:12][C:13]([NH:22][C:37]([C:34]2[CH:33]=[N:32][C:31]([O:30][CH3:29])=[CH:36][N:35]=2)=[O:38])=[CH:14][CH:15]=1 |f:2.3|. Reported procedure: The (S)-2′-(3,6-dihydro-2H-pyran-4-yl)-4′-fluoro-5,6-dihydrospiro[[1,3]oxazine-4,9′-xanthene]-2,7′-diamine (0.048 g, 0.126 mmol) was suspended in MeOH (2.5 mL). The 5-methoxypyrazine-2-carboxylic acid (0.019 g, 0.126 mmol) was added, followed by 4-(4,6-dimethoxy-1,3,5-triazin-2-yl)-4-methylmorpholin-4-ium chloride (0.035 g, 0.126 mmol). After 30 min another 1 mg of the acid (0.05 equiv) and 1.75 mg of the coupling agent (0.05 equiv) were added. After 2 h, the reaction was quenched with 15 mL of ... Starting materials: C, C=C(C)COc1ccc(Cl)cc1CN(CC)c1ccc(C(N)=O)nn1, Cl, O=S(=O)(Cl)Cl, c1ccncc1. Product: C=C(C)COc1ccc(Cl)cc1CN(CC)c1ccc(C#N)nn1. As a reaction SMILES: [CH4:31].[Cl:1][c:2]1[cH:3][cH:4][c:5]([O:21][CH2:22][C:23](=[CH2:24])[CH3:25])[c:6]([CH2:7][N:8]([CH2:9][CH3:10])[c:11]2[cH:12][cH:13][c:14]([C:17](=[O:18])[NH2:19])[n:15][n:16]2)[cH:20]1.[ClH:32].[S:26]([Cl:27])([Cl:28])(=[O:29])=[O:30].[cH:33]1[cH:34][cH:35][n:36][cH:37][cH:38]1>>[Cl:1][c:2]1[cH:3][cH:4][c:5]([O:21][CH2:22][C:23](=[CH2:24])[CH3:25])[c:6]([CH2:7][N:8]([CH2:9][CH3:10])[c:11]2[cH:12][cH:13][c:14]([C:17]#[N:19])[n:15][n:16]2)[cH:20]1. Starting materials: C1CCOC1, Cc1ccc(SC(=O)c2cc(-c3ccccc3)cnc2C)cc1, CCOC(C)=O, O=Cc1ccoc1B(O)O, ClC(Cl)Cl, O=C(C=Cc1ccccc1)C=Cc1ccccc1, O=C(C=Cc1ccccc1)C=Cc1ccccc1, O=C(C=Cc1ccccc1)C=Cc1ccccc1, [Pd], [Pd], c1coc(P(c2ccco2)c2ccco2)c1. Product: Cc1ncc(-c2ccccc2)cc1C(=O)c1occc1C=O. Reaction SMILES: [CH2:50]1[O:51][CH2:52][CH2:53][CH2:54]1.[CH3:1][c:2]1[n:3][cH:4][c:5](-[c:18]2[cH:19][cH:20][cH:21][cH:22][cH:23]2)[cH:6][c:7]1[C:8]([S:9][c:10]1[cH:11][cH:12][c:13]([CH3:14])[cH:15][cH:16]1)=[O:17].[CH3:55][CH2:56][O:57][C:58]([CH3:59])=[O:60].[CH:24](=[O:25])[c:26]1[c:27]([B:31]([OH:32])[OH:33])[o:28][cH:29][cH:30]1.[Cl:117][CH:118]([Cl:119])[Cl:120].[O:63]=[C:64]([CH:65]=[CH:66][c:67]1[cH:68][cH:69][cH:70][cH:71][cH:72]1)[CH:73]=[CH:74][c:75]1[cH:76][cH:77][cH:78][cH:79][cH:80]1.[O:81]=[C:82]([CH:83]=[CH:84][c:85]1[cH:86][cH:87][cH:88][cH:89][cH:90]1)[CH:91]=[CH:92][c:93]1[cH:94][cH:95][cH:96][cH:97][cH:98]1.[O:99]=[C:100]([CH:101]=[CH:102][c:103]1[cH:104][cH:105][cH:106][cH:107][cH:108]1)[CH:109]=[CH:110][c:111]1[cH:112][cH:113][cH:114][cH:115][cH:116]1.[Pd:61].[Pd:62].[o:34]1[cH:35][cH:36][cH:37][c:38]1[P:39]([c:40]1[o:41][cH:42][cH:43][cH:44]1)[c:45]1[o:46][cH:47][cH:48][cH:49]1>>[CH3:1][c:2]1[n:3][cH:4][c:5](-[c:18]2[cH:19][cH:20][cH:21][cH:22][cH:23]2)[cH:6][c:7]1[C:8](=[O:17])[c:27]1[c:26]([CH:24]=[O:25])[cH:30][cH:29][o:28]1. Reactants: C(C)OC(C(CC1=CC=C(C=C1)O)(C)OC1=C(C=CC=C1)OC)=O (3-(4-Hydroxyphenyl)-2-(2-methoxy-phenoxy)-2-methyl-propionic acid ethyl ester), CC1=C(N=C(O1)C1=CC=CC=C1)CCOS(=O)(=O)C1=CC=C(C=C1)C (toluene-4-sulfonic acid 2-(5-methyl-2-phenyl-oxazol-4-yl)-ethyl ester), C29H30NO6. Yields the product COC1=C(OC(C(=O)O)(CC2=CC=C(C=C2)OCCC=2N=C(OC2C)C2=CC=CC=C2)C)C=CC=C1 (2-(2-Methoxy-phenoxy)-2-methyl-3-{4-[2-(5-methyl-2-phenyl-oxazol-4-yl)-ethoxy]-phenyl}-propionic acid). Reaction SMILES: C([O:3][C:4](=[O:24])[C:5]([O:15][C:16]1[CH:21]=[CH:20][CH:19]=[CH:18][C:17]=1[O:22][CH3:23])([CH3:14])[CH2:6][C:7]1[CH:12]=[CH:11][C:10]([OH:13])=[CH:9][CH:8]=1)C.[CH3:25][C:26]1[O:30][C:29]([C:31]2[CH:36]=[CH:35][CH:34]=[CH:33][CH:32]=2)=[N:28][C:27]=1[CH2:37][CH2:38]OS(C1C=CC(C)=CC=1)(=O)=O>>[CH3:23][O:22][C:17]1[CH:18]=[CH:19][CH:20]=[CH:21][C:16]=1[O:15][C:5]([CH3:14])([CH2:6][C:7]1[CH:12]=[CH:11][C:10]([O:13][CH2:38][CH2:37][C:27]2[N:28]=[C:29]([C:31]3[CH:36]=[CH:35][CH:34]=[CH:33][CH:32]=3)[O:30][C:26]=2[CH3:25])=[CH:9][CH:8]=1)[C:4]([OH:3])=[O:24]. Procedure: The title compound was prepared using the representative Standard Procedure (E) from 3-(4-Hydroxyphenyl)-2-(2-methoxy-phenoxy)-2-methyl-propionic acid ethyl ester and toluene-4-sulfonic acid 2-(5-methyl-2-phenyl-oxazol-4-yl)-ethyl ester. 1H NMR (400 MHz, CDCl3): • 7.99-7.97 (m, 2H), 7.47 (dd, 3H, J=5.08 Hz, 1.96 Hz), 7.18 (d, 2H, J=8.60), 7.07 (td, 1H, J=6.65 Hz, 1.56 Hz), 6.89-6.80 (m, 4H), 6.63 (dd, 1H, J=7.82 Hz, 1.56 Hz), 4.21 (t, 2H, J=6.26 Hz), 3.82 (s, 3H), 3.30 (d, 1H, J=14.1 Hz), 3.10-3... The reactants are N1(CCNCC1)C=1C=CC=2N(C1)C(=NN2)C(F)(F)F (6-(piperazin-1-yl)-3-(trifluoromethyl)-[1,2,4]triazolo[4,3-a]pyridine), FC1=CC=C(C=O)C=C1 (4-fluorobenzaldehyde). Yields the product FC1=CC=C(C=C1)CN1CCN(CC1)C=1C=CC=2N(C1)C(=NN2)C(F)(F)F (6-[4-[(4-fluorophenyl)methyl]piperazin-1-yl]-3-(trifluoromethyl)-[1,2,4]triazolo[4,3-a]pyridine). As a reaction SMILES: [N:1]1([C:7]2[CH:8]=[CH:9][C:10]3[N:11]([C:13]([C:16]([F:19])([F:18])[F:17])=[N:14][N:15]=3)[CH:12]=2)[CH2:6][CH2:5][NH:4][CH2:3][CH2:2]1.[F:20][C:21]1[CH:28]=[CH:27][C:24]([CH:25]=O)=[CH:23][CH:22]=1>>[F:20][C:21]1[CH:28]=[CH:27][C:24]([CH2:25][N:4]2[CH2:3][CH2:2][N:1]([C:7]3[CH:8]=[CH:9][C:10]4[N:11]([C:13]([C:16]([F:18])([F:17])[F:19])=[N:14][N:15]=4)[CH:12]=3)[CH2:6][CH2:5]2)=[CH:23][CH:22]=1. Reported procedure: Reductive amination of 6-(piperazin-1-yl)-3-(trifluoromethyl)-[1,2,4]triazolo[4,3-a]pyridine with 4-fluorobenzaldehyde was carried out according to General Synthetic Method 9. The crude product was purified by hplc using a Waters XBridge Prep C18 OBD column, 5μ silica, 30 mm diameter, 100 mm length eluted with decreasingly polar mixtures of water (containing 0.1% aqueous ammonia) and acetonitrile as eluents to give 6-[4-[(4-fluorophenyl)methyl]piperazin-1-yl]-3-(trifluoromethyl)-[1,2,4]triazolo[... Starting materials: CN1CCCC1=O, CC(C)NC(C)C(C)C, NCc1ccc(Cl)cc1, Fc1cccc(F)n1, O. Product: Fc1cccc(NCc2ccc(Cl)cc2)n1. As a reaction SMILES: [CH3:28][N:29]1[CH2:30][CH2:31][CH2:32][C:33]1=[O:34].[CH:18]([NH:19][CH:20]([CH:21]([CH3:22])[CH3:23])[CH3:24])([CH3:25])[CH3:26].[Cl:9][c:10]1[cH:11][cH:12][c:13]([CH2:14][NH2:15])[cH:16][cH:17]1.[F:1][c:2]1[n:3][c:4]([F:8])[cH:5][cH:6][cH:7]1.[OH2:27]>>[c:2]1([NH:15][CH2:14][c:13]2[cH:12][cH:11][c:10]([Cl:9])[cH:17][cH:16]2)[n:3][c:4]([F:8])[cH:5][cH:6][cH:7]1. Starting materials: [OH-].[K+] (KOH), CN1CCC(CC1)O (1-methylpiperidin-4-ol), FC=1C=CC(=C(C1)C1=CC=CC=C1)[N+](=O)[O-] (5-fluoro-2-nitrobiphenyl). The reagents and catalysts are CCCC[N+](CCCC)(CCCC)CCCC.[Br-] (TBAB). Solvent: C1(=CC=CC=C1)C (toluene), CCOC(=O)C (AcOEt), O (water). Conditions: temperature 70 celsius, time 8 hour. Product: CN1CCC(CC1)OC=1C=C(C(=CC1)[N+](=O)[O-])C1=CC=CC=C1 (1-methyl-4-(6-nitrobiphenyl-3-yloxy)piperidine). RXN SMILES: F[C:2]1[CH:3]=[CH:4][C:5]([N+:14]([O-:16])=[O:15])=[C:6]([C:8]2[CH:13]=[CH:12][CH:11]=[CH:10][CH:9]=2)[CH:7]=1.[OH-].[K+].[CH3:19][N:20]1[CH2:25][CH2:24][CH:23]([OH:26])[CH2:22][CH2:21]1>C1(C)C=CC=CC=1.CCCC[N+](CCCC)(CCCC)CCCC.[Br-].CCOC(C)=O.O>[CH3:19][N:20]1[CH2:25][CH2:24][CH:23]([O:26][C:2]2[CH:7]=[C:6]([C:8]3[CH:13]=[CH:12][CH:11]=[CH:10][CH:9]=3)[C:5]([N+:14]([O-:16])=[O:15])=[CH:4][CH:3]=2)[CH2:22][CH2:21]1 |f:1.2,5.6|. Procedure: To a solution of 5-fluoro-2-nitrobiphenyl (0.86 mmol) in toluene/aq.KOH (2 mL/2 mL) are added 1-methylpiperidin-4-ol (1.1 mmol) and TBAB (0.17 mmol) at room temperature. After stirred at 70° C. overnight, the reaction mixture is diluted with AcOEt and water, and extracted with AcOEt (×2). The combined organic extracts are dried over Na2SO4, filtered, and concentrated in vacuo. The residue is purified by silica gel column chromatography (CH2Cl2:MeOH=10:1) to give 1-methyl-4-(6-nitrobiphenyl-3-ylo... Starting materials: CO, C[Si](C)(C)C#Cc1ccc(S(C)(=O)=O)c(C2NC(=O)CC(c3cccc(Cl)c3)C23C(=O)Nc2cc(Cl)ccc23)c1, [F-], [K+]. Yields the product C#Cc1ccc(S(C)(=O)=O)c(C2NC(=O)CC(c3cccc(Cl)c3)C23C(=O)Nc2cc(Cl)ccc23)c1. Reaction SMILES: [CH3:43][OH:44].[Cl:1][c:2]1[cH:3][cH:4][c:5]2[c:9]([cH:10]1)[NH:8][C:7](=[O:11])[C:6]21[CH:12]([c:25]2[c:26]([S:37](=[O:38])(=[O:39])[CH3:40])[cH:27][cH:28][c:29]([C:31]#[C:32][Si:33]([CH3:34])([CH3:35])[CH3:36])[cH:30]2)[NH:13][C:14](=[O:24])[CH2:15][CH:16]1[c:17]1[cH:18][c:19]([Cl:23])[cH:20][cH:21][cH:22]1.[F-:41].[K+:42]>>[Cl:1][c:2]1[cH:3][cH:4][c:5]2[c:9]([cH:10]1)[NH:8][C:7](=[O:11])[C:6]21[CH:12]([c:25]2[c:26]([S:37](=[O:38])(=[O:39])[CH3:40])[cH:27][cH:28][c:29]([C:31]#[CH:32])[cH:30]2)[NH:13][C:14](=[O:24])[CH2:15][CH:16]1[c:17]1[cH:18][c:19]([Cl:23])[cH:20][cH:21][cH:22]1. The reactants are C(C)(C)(C)OC(=O)N1[C@@H](CC1)COC=1C=NC=C(C1)[Sn](C)(C)C (3-[[1-(tert-Butoxycarbonyl)-2(S)-azetidinyl]methoxy]-5-(trimethylstannyl)pyridine), IC=1C=C(C=CC1)CCCO (3-(3-iodophenyl)-1-propanol), CN(C)C=O (DMF), [F-].[Cs+] (CsF), aryl iodide. The reagents and catalysts are [Cu]I (CuI), C=1C=CC(=CC1)[P](C=2C=CC=CC2)(C=3C=CC=CC3)[Pd]([P](C=4C=CC=CC4)(C=5C=CC=CC5)C=6C=CC=CC6)([P](C=7C=CC=CC7)(C=8C=CC=CC8)C=9C=CC=CC9)[P](C=1C=CC=CC1)(C=1C=CC=CC1)C=1C=CC=CC1 (tetrakis(triphenylphosphine)palladium(0)). Solvent: CCOC(=O)C (EtOAc), CCOC(=O)C (EtOAc). Reaction conditions: temperature 50 celsius. Product: C(C)(C)(C)OC(=O)N1[C@@H](CC1)COC=1C=C(C=NC1)C=1C=C(C=CC1)CCCO (3-[3-[5-[[1-(tert-Butoxycarbonyl)-2(S)-azetidinyl]methoxy]-3-pyridyl]phenyl]-1-propanol). Yield: 83.3%. As a reaction SMILES: [C:1]([O:5][C:6]([N:8]1[CH2:11][CH2:10][C@H:9]1[CH2:12][O:13][C:14]1[CH:15]=[N:16][CH:17]=[C:18]([Sn](C)(C)C)[CH:19]=1)=[O:7])([CH3:4])([CH3:3])[CH3:2].I[C:25]1[CH:26]=[C:27]([CH2:31][CH2:32][CH2:33][OH:34])[CH:28]=[CH:29][CH:30]=1.CN(C=O)C.[F-].[Cs+]>[Cu]I.C1C=CC([P]([Pd]([P](C2C=CC=CC=2)(C2C=CC=CC=2)C2C=CC=CC=2)([P](C2C=CC=CC=2)(C2C=CC=CC=2)C2C=CC=CC=2)[P](C2C=CC=CC=2)(C2C=CC=CC=2)C2C=CC=CC=2)(C2C=CC=CC=2)C2C=CC=CC=2)=CC=1.CCOC(C)=O>[C:1]([O:5][C:6]([N:8]1[CH2:11][CH2:10][C@H:9]1[CH2:12][O:13][C:14]1[CH:19]=[C:18]([C:25]2[CH:26]=[C:27]([CH2:31][CH2:32][CH2:33][OH:34])[CH:28]=[CH:29][CH:30]=2)[CH:17]=[N:16][CH:15]=1)=[O:7])([CH3:4])([CH3:3])[CH3:2] |f:3.4,^1:47,49,68,87|. Procedure: 3-[[1-(tert-Butoxycarbonyl)-2(S)-azetidinyl]methoxy]-5-(trimethylstannyl)pyridine (310 mg, 726 μmol), 3-(3-iodophenyl)-1-propanol (190 mg, 726 μmol), and anhydrous DMF (2.5 mL) were placed in a 50 mL round bottom flask with magnetic stirrer. To this mixture were added rapidly CsF (221 mg, 1.45 mmol, 2.0 equiv.), CuI (14 mg, 73 μmol, 0.1 equiv.), and tetrakis(triphenylphosphine)palladium(0) (42 mg, 36 μmol, 0.05 equiv.). The flask was fitted with a three-way stopcock with nitrogen balloon, and th...